This data is from the Open Reaction Database (ORD), a public repository of structured organic reaction records. The task is: describe an organic reaction: reactants, conditions, products, and yield The reactants are COc1cccc(OC2=CC(=O)N(C(CC(C)(C)F)C(=O)Nc3ccn(CC4COC(C)(C)O4)n3)C2)c1Cl, CCOC(C)=O, Cl, C1CCOC1, CCOc1cccc(OC2=CC(=O)N(C(CC(C)(C)F)C(=O)Nc3ccn(CC(O)CO)n3)C2)c1Cl. Yields the product COc1cccc(OC2=CC(=O)N(C(CC(C)(C)F)C(=O)Nc3ccn(CC(O)CO)n3)C2)c1Cl. RXN SMILES: [CH3:1][C:2]1([CH3:38])[O:3][CH2:4][CH:5]([CH2:7][n:8]2[n:9][c:10]([NH:13][C:14]([CH:15]([CH2:16][C:17]([CH3:18])([CH3:19])[F:20])[N:21]3[C:22](=[O:36])[CH:23]=[C:24]([O:26][c:27]4[c:28]([Cl:35])[c:29]([O:33][CH3:34])[cH:30][cH:31][cH:32]4)[CH2:25]3)=[O:37])[cH:11][cH:12]2)[O:6]1.[CH3:81][CH2:82][O:83][C:84](=[O:85])[CH3:86].[ClH:39].[O:76]1[CH2:77][CH2:78][CH2:79][CH2:80]1.[OH:40][CH:41]([CH2:42][OH:43])[CH2:44][n:45]1[cH:46][cH:47][c:48]([NH:49][C:50](=[O:51])[CH:52]([N:53]2[CH2:54][C:55]([O:56][c:57]3[cH:58][cH:59][cH:60][c:61]([O:62][CH2:63][CH3:64])[c:65]3[Cl:66])=[CH:67][C:68]2=[O:69])[CH2:70][C:71]([F:72])([CH3:73])[CH3:74])[n:75]1>>[OH:3][CH2:4][CH:5]([OH:6])[CH2:7][n:8]1[n:9][c:10]([NH:13][C:14]([CH:15]([CH2:16][C:17]([CH3:18])([CH3:19])[F:20])[N:21]2[C:22](=[O:36])[CH:23]=[C:24]([O:26][c:27]3[c:28]([Cl:35])[c:29]([O:33][CH3:34])[cH:30][cH:31][cH:32]3)[CH2:25]2)=[O:37])[cH:11][cH:12]1. The reactants are CN(C)N, NS(=O)(=O)c1ccccc1S(=O)(=O)Cl, C1CCOC1. The product is CN(C)NS(=O)(=O)c1ccccc1S(N)(=O)=O. As a reaction SMILES: [CH3:15][N:16]([CH3:17])[NH2:18].[NH2:1][S:2](=[O:3])(=[O:4])[c:5]1[c:6]([S:11](=[O:12])(=[O:13])[Cl:14])[cH:7][cH:8][cH:9][cH:10]1.[O:19]1[CH2:20][CH2:21][CH2:22][CH2:23]1>>[NH2:1][S:2](=[O:3])(=[O:4])[c:5]1[c:6]([S:11](=[O:12])(=[O:13])[NH:18][N:16]([CH3:15])[CH3:17])[cH:7][cH:8][cH:9][cH:10]1. Reactants: CC1=NSC(=N1)N (3-Methyl-1,2,4-thiadiazol-5-amine), ClC(=C(C)C)N(C)C (1-Chloro-N,N,2-trimethyl-prop-1-en-1-amine), CN(C(=O)C=1N=CC(=NC1)OC=1C=C(C(=O)O)C=C(C1)O[C@@H]1C(N(CC1)C)=O)C (3-[5-(dimethylcarbamoyl)pyrazin-2-yl]oxy-5-[(3S)-1-methyl-2-oxo-pyrrolidin-3-yl]oxy-benzoic acid), CN(C(=O)C=1N=CC(=NC1)OC=1C=C(C(=O)O)C=C(C1)O[C@@H]1C(N(CC1)C)=O)C (3-[5-(dimethylcarbamoyl)pyrazin-2-yl]oxy-5-[(3S)-1-methyl-2-oxo-pyrrolidin-3-yl]oxy-benzoic acid), N1=CC=CC=C1 (pyridine). Solvent: C(Cl)Cl (DCM). Reaction conditions: time 30 minute. Yields the product CN(C(=O)C1=NC=C(N=C1)OC1=CC(=CC(=C1)C(NC1=NC(=NS1)C)=O)O[C@@H]1C(N(CC1)C)=O)C (N,N-dimethyl-5-[3-[(3S)-1-methyl-2-oxo-pyrrolidin-3-yl]oxy-5-[(3-methyl-1,2,4-thiadiazol-5-yl)carbamoyl]phenoxy]pyrazine-2-carboxamide). The yield is 72.0%. As a reaction SMILES: ClC(N(C)C)=C(C)C.[CH3:9][N:10]([CH3:37])[C:11]([C:13]1[N:14]=[CH:15][C:16]([O:19][C:20]2[CH:21]=[C:22]([CH:26]=[C:27]([O:29][C@H:30]3[CH2:34][CH2:33][N:32]([CH3:35])[C:31]3=[O:36])[CH:28]=2)[C:23](O)=[O:24])=[N:17][CH:18]=1)=[O:12].[CH3:38][C:39]1[N:43]=[C:42]([NH2:44])[S:41][N:40]=1.N1C=CC=CC=1>C(Cl)Cl>[CH3:37][N:10]([CH3:9])[C:11]([C:13]1[CH:18]=[N:17][C:16]([O:19][C:20]2[CH:21]=[C:22]([C:23](=[O:24])[NH:44][C:42]3[S:41][N:40]=[C:39]([CH3:38])[N:43]=3)[CH:26]=[C:27]([O:29][C@H:30]3[CH2:34][CH2:33][N:32]([CH3:35])[C:31]3=[O:36])[CH:28]=2)=[CH:15][N:14]=1)=[O:12]. Procedure details: 1-Chloro-N,N,2-trimethyl-prop-1-en-1-amine (0.142 mL, 1.07 mmol) was added to a solution of 3-[5-(dimethylcarbamoyl)pyrazin-2-yl]oxy-5-[(3S)-1-methyl-2-oxo-pyrrolidin-3-yl]oxy-benzoic acid (Intermediate 45) (358 mg, 0.9 mmol) in DCM (7 mL) and stirred at ambient temperature for 30 minutes. 3-Methyl-1,2,4-thiadiazol-5-amine (CAS no. 17467-35-5) (206 mg, 1.8 mmol) and pyridine (0.147 mL, 1.8 mmol) were added and the reaction stirred for 20 hours. The solvent was removed under reduced pressure. The... The reactants are ClCCCC#N (4-chlorobutyronitrile), C([O-])([O-])=O.[K+].[K+] (Potassium carbonate), ClCCCC#N (4-chlorobutyronitrile), NC1CCC2=CC=CC=C12 (1-aminoindan). Run in C(C)#N (acetonitrile). The product is C(#N)CCCNC1CCC2=CC=CC=C12 ((rac)-N-(3-Cyanopropyl)-1-aminoindan). Reaction SMILES: C(=O)([O-])[O-].[K+].[K+].Cl[CH2:8][CH2:9][CH2:10][C:11]#[N:12].[NH2:13][CH:14]1[C:22]2[C:17](=[CH:18][CH:19]=[CH:20][CH:21]=2)[CH2:16][CH2:15]1>C(#N)C>[C:11]([CH2:10][CH2:9][CH2:8][NH:13][CH:14]1[C:22]2[C:17](=[CH:18][CH:19]=[CH:20][CH:21]=2)[CH2:16][CH2:15]1)#[N:12] |f:0.1.2|. Reported procedure: Potassium carbonate (15.5 g, 112 mmole) and 4-chlorobutyronitrile (11.58 g, 112 mmole) was added to a solution of 1-aminoindan (5.0 g, 37.6 mmole) in acetonitrile (50 ml), and the mixture refluxed for 2 hr. A second portion of 4-chlorobutyronitrile (5.0 g) was then added, the mixture further heated for 24 hr, filtered and the filtrate evaporated to dryness. Unreacted 4-chlorobutyronitrile was removed by treating the residue (20 g) with isopropanolic HCl (16.7 ml, 24%) followed by successive extr...